From a dataset of the Open Reaction Database (ORD), a public repository of structured organic reaction records. describe an organic reaction: reactants, conditions, products, and yield Product: CCC1(C)CC2(NC(=O)N(C)C2=O)C(C)C(C)(CC)N1. The reactants are CCC1(C)CC2(NC(=O)NC2=O)C(C)C(C)(CC)N1, CN(C)C=O, CI, [K], O. Reaction SMILES: [CH2:7]([CH3:8])[C:9]1([CH3:25])[CH:10]([CH3:24])[C:11]2([C:12](=[O:17])[NH:13][C:14](=[O:16])[NH:15]2)[CH2:18][C:19]([CH3:21])([CH2:22][CH3:23])[NH:20]1.[CH3:1][N:2]([CH3:3])[CH:4]=[O:5].[CH3:26][I:27].[K:6].[OH2:28]>>[CH3:1][N:13]1[C:12](=[O:17])[C:11]2([CH:10]([CH3:24])[C:9]([CH2:7][CH3:8])([CH3:25])[NH:20][C:19]([CH3:21])([CH2:22][CH3:23])[CH2:18]2)[NH:15][C:14]1=[O:16]. The reactants are CSC(=NC#N)SC, CC#N, CC(c1ccc(-c2ccc(F)cc2F)cc1)N1CCC(CCN)(c2ccc(F)cc2)OC1=O. The product is CSC(=NC#N)NCCC1(c2ccc(F)cc2)CCN(C(C)c2ccc(-c3ccc(F)cc3F)cc2)C(=O)O1. As a reaction SMILES: [C:34](#[N:35])[N:36]=[C:37]([S:38][CH3:39])[S:40][CH3:41].[CH3:42][C:43]#[N:44].[NH2:1][CH2:2][CH2:3][C:4]1([c:27]2[cH:28][cH:29][c:30]([F:33])[cH:31][cH:32]2)[CH2:5][CH2:6][N:7]([CH:11]([CH3:12])[c:13]2[cH:14][cH:15][c:16](-[c:19]3[c:20]([F:26])[cH:21][c:22]([F:25])[cH:23][cH:24]3)[cH:17][cH:18]2)[C:8](=[O:10])[O:9]1>>[NH:1]([CH2:2][CH2:3][C:4]1([c:27]2[cH:28][cH:29][c:30]([F:33])[cH:31][cH:32]2)[CH2:5][CH2:6][N:7]([CH:11]([CH3:12])[c:13]2[cH:14][cH:15][c:16](-[c:19]3[c:20]([F:26])[cH:21][c:22]([F:25])[cH:23][cH:24]3)[cH:17][cH:18]2)[C:8](=[O:10])[O:9]1)[C:37](=[N:36][C:34]#[N:35])[S:38][CH3:39]. The reactants are CN1C(C=CC2=C1N=C(N=C2)S(=O)(=O)C)=O (8-methyl-2-methanesulfonyl-8H-pyrido[2,3-d]pyrimidin-7-one). Run in C(CCC)N (n-butylamine). The product is C(CCC)NC=1N=CC2=C(N1)N(C(C=C2)=O)C (2-butylamino-8-methyl-8H-pyrido[2,3-d]pyrimidin-7-one). The yield is 159.8%. RXN SMILES: [CH3:1][N:2]1[C:7]2[N:8]=[C:9](S(C)(=O)=O)[N:10]=[CH:11][C:6]=2[CH:5]=[CH:4][C:3]1=[O:16]>C(N)CCC>[CH2:3]([NH:2][C:9]1[N:10]=[CH:11][C:6]2[CH:5]=[CH:4][C:3](=[O:16])[N:2]([CH3:1])[C:7]=2[N:8]=1)[CH2:4][CH2:5][CH3:6]. Procedure details: A solution of 8-methyl-2-methanesulfonyl-8H-pyrido[2,3-d]pyrimidin-7-one (200 mg, 0.83 mmol) in 2 mL of n-butylamine was stirred at room temperature for 10 minutes. The reaction mixture was partitioned between ethyl acetate and water, and the organic layer was washed with saturated sodium bicarbonate and brine, dried over magnesium sulfate, and concentrated in vacuo. A 4:1 mixture of hexane:ethyl acetate was added to the residue and the resultant solid collected by filtration to give 154 mg (79%... Reactants: C(C1=CC=CC=C1)OC(=O)N(C)CC=1C=C(C=C(C1O[C@@H]1COCC1)F)NC(=O)OC[C@H](C)C1=C(C=C(C=C1)B(O)O)C ((4-((R)-1-(((3-((((Benzyloxy)carbonyl)(methyl)amino)methyl)-5-fluoro-4-(((S)-tetrahydrofuran-3-yl)oxy)phenyl)carbamoyl)oxy)propan-2-yl)-3-methylphenyl)boronic acid), NC=1C=C2C=CN=C(C2=CC1)N(C(=O)OC(C)(C)C)C(=O)OC(C)(C)C (6-Amino-1-(di-tert-butoxycarbonylamino)isoquinoline), O.C(C=O)(=O)O (glyoxylic acid monohydrate). Run in CC#N (CH3CN), CN(C)C=O (DMF). Run at temperature 85 celsius, time 20 hour. Product: C(C)(C)(C)OC(=O)N(C1=NC=CC2=CC(=CC=C12)NC(C(=O)O)C1=CC(=C(C=C1)[C@H](COC(NC1=CC(=C(C(=C1)CNC)O[C@@H]1COCC1)F)=O)C)C)C(=O)OC(C)(C)C (2-((1-(Bis(tert-butoxycarbonyl)amino)isoquinolin-6-yl)amino)-2-(4-((R)-1-(((3-fluoro-5-((methylamino)methyl)-4-(((S)-tetrahydrofuran-3-yl)oxy)phenyl)carbamoyl)oxy)propan-2-yl)-3-methylphenyl)acetic acid). Isolated yield 52.6%. RXN SMILES: C(OC([N:11]([CH2:13][C:14]1[CH:15]=[C:16]([NH:27][C:28]([O:30][CH2:31][C@@H:32]([C:34]2[CH:39]=[CH:38][C:37](B(O)O)=[CH:36][C:35]=2[CH3:43])[CH3:33])=[O:29])[CH:17]=[C:18]([F:26])[C:19]=1[O:20][C@H:21]1[CH2:25][CH2:24][O:23][CH2:22]1)[CH3:12])=O)C1C=CC=CC=1.[NH2:44][C:45]1[CH:46]=[C:47]2[C:52](=[CH:53][CH:54]=1)[C:51]([N:55]([C:63]([O:65][C:66]([CH3:69])([CH3:68])[CH3:67])=[O:64])[C:56]([O:58][C:59]([CH3:62])([CH3:61])[CH3:60])=[O:57])=[N:50][CH:49]=[CH:48]2.O.[C:71]([OH:75])(=[O:74])[CH:72]=O>CC#N.CN(C=O)C>[C:66]([O:65][C:63]([N:55]([C:56]([O:58][C:59]([CH3:60])([CH3:61])[CH3:62])=[O:57])[C:51]1[C:52]2[C:47](=[CH:46][C:45]([NH:44][CH:72]([C:37]3[CH:38]=[CH:39][C:34]([C@@H:32]([CH3:33])[CH2:31][O:30][C:28](=[O:29])[NH:27][C:16]4[CH:15]=[C:14]([CH2:13][NH:11][CH3:12])[C:19]([O:20][C@H:21]5[CH2:25][CH2:24][O:23][CH2:22]5)=[C:18]([F:26])[CH:17]=4)=[C:35]([CH3:43])[CH:36]=3)[C:71]([OH:75])=[O:74])=[CH:54][CH:53]=2)[CH:48]=[CH:49][N:50]=1)=[O:64])([CH3:69])([CH3:68])[CH3:67] |f:2.3|. Reported procedure: 39D (405 mg, 0.681 mmol), Intermediate 1 (245 mg, 0.681 mmol) and glyoxylic acid monohydrate (50.4 mg, 0.681 mmol) were dissolved in CH3CN (3 ml) and DMF (0.5 ml). The mixture was stirred at 85° C. for 20 h, quenched with water, and extracted with EtOAc (3×20 ml). The combined organic layer was washed with 1N HCl, brine, dried (Na2SO4) and concentrated. The crude was purified by flash chromatography (0-10% MeOH in CH2Cl2). The desired fractions were combined and concentrated. The residue was dis... The reactants are BrCC(=C)C1=CC=CC=C1 (α-(bromomethyl)styrene), C(C)(=O)N1CCC(CC1)O (N-Acetyl-4-hydroxypiperidine), [H-].[Na+] (sodium hydride). Run in CN(C=O)C (dimethylformamide), O (water), CN(C=O)C (dimethylformamide), CN(C=O)C (dimethylformamide). Run at time 3 hour. Yields the product C(C)(=O)N1CCC(CC1)OCC(=C)C1=CC=CC=C1 (N-acetyl-4-(2-phenylallyloxy)piperidine). Yield: 101.5%. RXN SMILES: [C:1]([N:4]1[CH2:9][CH2:8][CH:7]([OH:10])[CH2:6][CH2:5]1)(=[O:3])[CH3:2].[H-].[Na+].Br[CH2:14][C:15]([C:17]1[CH:22]=[CH:21][CH:20]=[CH:19][CH:18]=1)=[CH2:16]>CN(C)C=O.O>[C:1]([N:4]1[CH2:9][CH2:8][CH:7]([O:10][CH2:16][C:15]([C:17]2[CH:22]=[CH:21][CH:20]=[CH:19][CH:18]=2)=[CH2:14])[CH2:6][CH2:5]1)(=[O:3])[CH3:2] |f:1.2|. Procedure: N-Acetyl-4-hydroxypiperidine (13.6 g.) in dimethylformamide (50 ml.) was added dropwise to a stirred suspension of sodium hydride (10 g. 50% dispersion in mineral oil) in dimethylformamide (50 ml.) under nitrogen. The mixture was stirred at room temperature for 3 hours then α-(bromomethyl)styrene (20 g.) in dimethylformamide (50 ml.) was added dropwise. The mixture was stirred at room temperature for 4 hours, then diluted with water and extracted with chloroform (3×200 ml.). The combined chlorof... Reactants: BrC1=CC(=C(C=C1)NC(\C=C\C1CCOCC1)=O)[N+](=O)[O-] ((E)-N-(4-bromo-2-nitro-phenyl)-3-(tetrahydro-pyran-4-yl)-acrylamide), C(C)(=O)O (acetic acid). The reagents and catalysts are [Fe] (Fe). The solvent is CO (MeOH). Conditions: temperature 85 celsius. Yields the product BrC1=CC2=C(NC(=N2)\C=C\C2CCOCC2)C=C1 ((E)-5-bromo-2-[2-(tetrahydro-pyran-4-yl)-vinyl]-1H-benzimidazole). Reaction SMILES: [Br:1][C:2]1[CH:7]=[CH:6][C:5]([NH:8][C:9](=O)/[CH:10]=[CH:11]/[CH:12]2[CH2:17][CH2:16][O:15][CH2:14][CH2:13]2)=[C:4]([N+:19]([O-])=O)[CH:3]=1.C(O)(=O)C>CO.[Fe]>[Br:1][C:2]1[CH:7]=[CH:6][C:5]2[NH:8][C:9](/[CH:10]=[CH:11]/[CH:12]3[CH2:17][CH2:16][O:15][CH2:14][CH2:13]3)=[N:19][C:4]=2[CH:3]=1. Reported procedure: A solution of (E)-N-(4-bromo-2-nitro-phenyl)-3-(tetrahydro-pyran-4-yl)-acrylamide (1.26 g, 3.55 mmol, as prepared in the previous step) in 25 mL anhydrous MeOH was treated with glacial acetic acid (4 mL) and Fe powder (0.991 g, 0.0177 mol) and heated to 85° C. under a reflux condenser for 2 h. The resulting mixture was concentrated in vacuo, treated with saturated aqueous NaHCO3 (200 mL) and extracted thrice with 125 mL CH2Cl2. The combined organic layers were dried over MgSO4 and concentrated i... The reactants are IC1=C(C=CC=C1)S(=O)C (1-iodo-2-(methylsulfinyl)benzene), FC1=CC=C(C=C1)C=1C=C2C=CC(=CC2=CC1)S(=O)[O-].[Na+] (sodium 6-(4-fluorophenyl)naphthalene-2-sulfinate). Product: FC1=CC=C(C=C1)C1=CC2=CC=C(C=C2C=C1)S(=O)(=O)C1=C(C=CC=C1)S(=O)C (2-(4-Fluorophenyl)-6-{[2-(methylsulfinyl)phenyl]sulfonyl}naphthalene). Reaction SMILES: I[C:2]1[CH:7]=[CH:6][CH:5]=[CH:4][C:3]=1[S:8]([CH3:10])=[O:9].[F:11][C:12]1[CH:17]=[CH:16][C:15]([C:18]2[CH:19]=[C:20]3[C:25](=[CH:26][CH:27]=2)[CH:24]=[C:23]([S:28]([O-:30])=[O:29])[CH:22]=[CH:21]3)=[CH:14][CH:13]=1.[Na+]>>[F:11][C:12]1[CH:17]=[CH:16][C:15]([C:18]2[CH:27]=[CH:26][C:25]3[C:20](=[CH:21][CH:22]=[C:23]([S:28]([C:2]4[CH:7]=[CH:6][CH:5]=[CH:4][C:3]=4[S:8]([CH3:10])=[O:9])(=[O:30])=[O:29])[CH:24]=3)[CH:19]=2)=[CH:14][CH:13]=1 |f:1.2|. Procedure: The title compound was prepared from 1-iodo-2-(methylsulfinyl)benzene (Step 1) and sodium 6-(4-fluorophenyl)naphthalene-2-sulfinate (prepared according to the method of Example 6 Steps 1-3). 1H NMR (500 MHz, CDCl3) δ 8.61 (1H, s), 8.31 (1H, d, J=7.8 Hz), 8.21 (1H, d, J=7.8 Hz), 8.06 (1H, d, J=8.5 Hz), 8.01 (1H, s), 7.97 (1H, d, J=8.7 Hz), 7.88-7.82 (3H, m), 7.71-7.65 (3H, m), 7.19 (2H, t, J=8.6 Hz), 3.03 (3H, s); m/z (ES+) 425 [MH+].